Dataset: the Open Reaction Database (ORD), a public repository of structured organic reaction records. Task: describe an organic reaction: reactants, conditions, products, and yield Reactants: CC#N, CCN(C(C)C)C(C)C, CS(=O)(=O)c1ccc(C(=NOC2CCCC2)C(=O)O)cc1Cl, Nc1nccs1. The product is CS(=O)(=O)c1ccc(C(=NOC2CCCC2)C(=O)Nc2nccs2)cc1Cl. Reaction SMILES: [CH3:38][C:39]#[N:40].[CH:29]([N:30]([CH2:31][CH3:32])[CH:33]([CH3:34])[CH3:35])([CH3:36])[CH3:37].[Cl:1][c:2]1[cH:3][c:4]([C:12]([C:13](=[O:14])[OH:15])=[N:16][O:17][CH:18]2[CH2:19][CH2:20][CH2:21][CH2:22]2)[cH:5][cH:6][c:7]1[S:8](=[O:9])(=[O:10])[CH3:11].[s:23]1[c:24]([NH2:28])[n:25][cH:26][cH:27]1>>[Cl:1][c:2]1[cH:3][c:4]([C:12]([C:13](=[O:15])[NH:28][c:24]2[s:23][cH:27][cH:26][n:25]2)=[N:16][O:17][CH:18]2[CH2:19][CH2:20][CH2:21][CH2:22]2)[cH:5][cH:6][c:7]1[S:8](=[O:9])(=[O:10])[CH3:11]. Reactants: IC (Iodomethane), NC1=C(C=C(C(=C1)OC)OC)C(C)=O (2'-amino-4',5'-dimethoxyacetophenone), C([O-])([O-])=O.[K+].[K+] (potassium carbonate). Solvent: CN(C=O)C (dimethylformamide). Conditions: time 40 hour. Yields the product COC1=CC(=C(C=C1OC)C(C)=O)NC (4',5'-dimethoxy-2'-(methylamino)acetophenone). Reaction SMILES: IC.[NH2:3][C:4]1[CH:9]=[C:8]([O:10][CH3:11])[C:7]([O:12][CH3:13])=[CH:6][C:5]=1[C:14](=[O:16])[CH3:15].[C:17](=O)([O-])[O-].[K+].[K+]>CN(C)C=O>[CH3:11][O:10][C:8]1[C:7]([O:12][CH3:13])=[CH:6][C:5]([C:14](=[O:16])[CH3:15])=[C:4]([NH:3][CH3:17])[CH:9]=1 |f:2.3.4|. Reported procedure: Iodomethane (14 ml) was added to a stirred mixture of 2'-amino-4',5'-dimethoxyacetophenone (40 g), potassium carbonate (31.2 g) and dry dimethylformamide (200 ml) and the mixture stirred at ambient temperature for 40 hours. The solvent was evaporated under reduced pressure and the residue triturated with dichloromethane (250 ml). The mixture was filtered and the filter bed washed with dichloromethane (50 ml). The combined filtrate and washing were evaporated and the residue purified by flash chr... Starting materials: ClC1=C(C=CC(=C1)Cl)CCN (2-(2,4-Dichlorophenyl)ethylamine), N(=C=O)C1=C2C=CNC2=CC=C1 (4-isocyanato-1H-indole). The product is ClC1=C(C=CC(=C1)Cl)CCNC(=O)NC1=C2C=CNC2=CC=C1 (N-[2-(2,4-dichlorophenyl)ethyl]-N′-1H-indol-4-ylurea). RXN SMILES: [Cl:1][C:2]1[CH:7]=[C:6]([Cl:8])[CH:5]=[CH:4][C:3]=1[CH2:9][CH2:10][NH2:11].[N:12]([C:15]1[CH:23]=[CH:22][CH:21]=[C:20]2[C:16]=1[CH:17]=[CH:18][NH:19]2)=[C:13]=[O:14]>>[Cl:1][C:2]1[CH:7]=[C:6]([Cl:8])[CH:5]=[CH:4][C:3]=1[CH2:9][CH2:10][NH:11][C:13]([NH:12][C:15]1[CH:23]=[CH:22][CH:21]=[C:20]2[C:16]=1[CH:17]=[CH:18][NH:19]2)=[O:14]. Procedure details: 2-(2,4-Dichlorophenyl)ethylamine (0.21 g, 1.1 mmol) and the product of Example 80A (0.16 g, 1. mmol) were treated as described in Example 80B to provide the title compound. mp 170° C.; 1H NMR (300 MHz, DMSO-d6) δ 2.90 (m, 2H), 3.31 (m, 2H), 6.47 (m, 2H), 6.93 (m, 2H), 7.23 (m, 1H), 7.40 (m, 2H), 7.60 (m, 2H), 8.15 (s, 1H), 11.02 (s, 1H). MS (DCI+) m/z 347 (M+H). Anal. Calcd. for C17H15N3Cl20: C, 58.63; H, 4.34; N, 12.07. Found: C, 58.49; H, 4.49; N, 12.38. The reactants are CCCCCCCCC=CCCCCCCCC(=O)OC, CC=CCCCCC. The product is CC=CCCCCCCCC(=O)OC. RXN SMILES: [C:1]([CH2:2][CH2:3][CH2:4][CH2:5][CH2:6][CH2:7][CH2:8][CH:9]=[CH:10][CH2:11][CH2:12][CH2:13][CH2:14][CH2:15][CH2:16][CH2:17][CH3:18])(=[O:19])[O:20][CH3:21].[CH3:22][CH:23]=[CH:24][CH2:25][CH2:26][CH2:27][CH2:28][CH3:29]>>[C:1]([CH2:2][CH2:3][CH2:4][CH2:5][CH2:6][CH2:7][CH2:8][CH:9]=[CH:10][CH3:11])(=[O:19])[O:20][CH3:21]. Starting materials: CC=1C=NC(=NC1)N1CCC(CC1)=O (1-(5-methyl-pyrimidin-2-yl)-piperidin-4-one), C1(CC1)N (cyclopropylamine), Intermediate 4. Yields the product C1(CC1)NC1CCN(CC1)C1=NC=C(C=N1)C (Cyclopropyl-[1-(5-methyl-pyrimidin-2-yl)-piperidin-4-yl]amine). Reaction SMILES: [CH3:1][C:2]1[CH:3]=[N:4][C:5]([N:8]2[CH2:13][CH2:12][C:11](=O)[CH2:10][CH2:9]2)=[N:6][CH:7]=1.[CH:15]1([NH2:18])[CH2:17][CH2:16]1>>[CH:15]1([NH:18][CH:11]2[CH2:12][CH2:13][N:8]([C:5]3[N:4]=[CH:3][C:2]([CH3:1])=[CH:7][N:6]=3)[CH2:9][CH2:10]2)[CH2:17][CH2:16]1. Procedure details: The title compound is prepared from 1-(5-methyl-pyrimidin-2-yl)-piperidin-4-one and cyclopropylamine following a procedure analogous to that described in Intermediate 4. LC (method 7): tR=0.55 min; Mass spectrum (ESI+): m/z=233 [M+H]+.